This data is from the Open Reaction Database (ORD), a public repository of structured organic reaction records. The task is: describe an organic reaction: reactants, conditions, products, and yield Starting materials: CN1C(=NC(=CC1=O)N1CCOCC1)CC(=O)[O-].[Na+] (sodium [1-methyl-4-(morpholin-4-yl)-6-oxo-1,6-dihydropyrimidin-2-yl]acetate), FC1=C2CCNC2=CC=C1 (4-fluoroindoline), Cl.CN(CCCN=C=NCC)C (N-[3-(dimethylamino)propyl]-N′-ethylcarbodiimide hydrochloride). Yields the product FC1=C2CCN(C2=CC=C1)C(CC1=NC(=CC(N1C)=O)N1CCOCC1)=O (2-[2-(4-fluoro-2,3-dihydro-1H-indol-1-yl)-2-oxoethyl]-3-methyl-6-(morpholin-4-yl)pyrimidin-4(3H)-one). Isolated yield 27.4%. Reported procedure: The product is prepared according to the procedure described in example 68, using 275 mg of sodium [1-methyl-4-(morpholin-4-yl)-6-oxo-1,6-dihydropyrimidin-2-yl]acetate, 274 mg of 4-fluoroindoline and 254 mg of N-[3-(dimethylamino)propyl]-N′-ethylcarbodiimide hydrochloride in a mixture of 161 μl of pyridine and 4.0 ml of N,N-dimethylformamide. 102 mg of 2-[2-(4-fluoro-2,3-dihydro-1H-indol-1-yl)-2-oxoethyl]-3-methyl-6-(morpholin-4-yl)pyrimidin-4(3H)-one are obtained in the form of a pale pink powd... RXN SMILES: [CH3:1][N:2]1[C:7](=[O:8])[CH:6]=[C:5]([N:9]2[CH2:14][CH2:13][O:12][CH2:11][CH2:10]2)[N:4]=[C:3]1[CH2:15][C:16]([O-:18])=O.[Na+].[F:20][C:21]1[CH:29]=[CH:28][CH:27]=[C:26]2[C:22]=1[CH2:23][CH2:24][NH:25]2.Cl.CN(C)CCCN=C=NCC>N1C=CC=CC=1.CN(C)C=O>[F:20][C:21]1[CH:29]=[CH:28][CH:27]=[C:26]2[C:22]=1[CH2:23][CH2:24][N:25]2[C:16](=[O:18])[CH2:15][C:3]1[N:2]([CH3:1])[C:7](=[O:8])[CH:6]=[C:5]([N:9]2[CH2:10][CH2:11][O:12][CH2:13][CH2:14]2)[N:4]=1 |f:0.1,3.4|. Run in N1=CC=CC=C1 (pyridine), CN(C=O)C (N,N-dimethylformamide). Starting materials: C1(=CC=C(C=C1)S(=O)(=O)O)C (p-toluenesulphonic acid), C(CC#C)O (3-butyn-1-ol), O1CCCC=C1 (dihydropyran). The solvent is CCOCC (ether). Reaction conditions: time 16 hour. Yields the product O1C(CCCC1)OCCC#C (4-[(tetrahydro-2H-pyran-2-yl)oxy]-1-butyne). Yield: 95.8%. Reaction SMILES: [CH2:1]([OH:5])[CH2:2][C:3]#[CH:4].C1(C)C=CC(S(O)(=O)=O)=CC=1.[O:17]1[CH:22]=[CH:21][CH2:20][CH2:19][CH2:18]1>CCOCC>[O:17]1[CH2:18][CH2:19][CH2:20][CH2:21][CH:22]1[O:5][CH2:1][CH2:2][C:3]#[CH:4]. Procedure: 3-Butyn-1-ol (3) (7.0 g, 100 mmol) was dissolved in 50 mL dry ether, and the solution was cooled to 0°. A few crystals of p-toluenesulphonic acid were added, followed by dropwise addition of 9.24 g (110 mmol) of dihydropyran. The resulting solution was warmed to 20°, stirred for 16 hr, and extracted with saturated aqueous NaHCO3 (20 mL) and brine (20 mL). The solution was dried (MgSO4), concentrated in vacuo, and distilled to give 7 (14.78 g, 96% yield).